This data is from the Open Reaction Database (ORD), a public repository of structured organic reaction records. The task is: describe an organic reaction: reactants, conditions, products, and yield The reactants are [OH-].[K+] (Potassium hydroxide), C(C)OC(=O)C=1N=C2N(C(=CC=C2)C)C1C1=CC(=CC=C1)C(F)(F)F (5-Methyl-3-(3-trifluoromethyl-phenyl)-imidazo[1,2-a]pyridine-2-carboxylic acid ethyl ester), C(C)OC(=O)C=1N=C2N(C(=CC=C2)C)C1C1=CC(=CC=C1)C(F)(F)F (5-Methyl-3-(3-trifluoromethyl-phenyl)-imidazo[1,2-a]pyridine-2-carboxylic acid ethyl ester). Solvent: CO (methanol), O (water). Run at temperature 80 celsius, time 1 hour. The product is CC1=CC=CC=2N1C(=C(N2)C(=O)O)C2=CC(=CC=C2)C(F)(F)F (5-methyl-3-(3-(trifluoromethyl)phenyl) imidazo[1,2-a]pyridine-2-carboxylic acid). The yield is 90.5%. RXN SMILES: [OH-].[K+].C([O:5][C:6]([C:8]1[N:9]=[C:10]2[CH:15]=[CH:14][CH:13]=[C:12]([CH3:16])[N:11]2[C:17]=1[C:18]1[CH:23]=[CH:22][CH:21]=[C:20]([C:24]([F:27])([F:26])[F:25])[CH:19]=1)=[O:7])C>CO.O>[CH3:16][C:12]1[N:11]2[C:17]([C:18]3[CH:23]=[CH:22][CH:21]=[C:20]([C:24]([F:27])([F:25])[F:26])[CH:19]=3)=[C:8]([C:6]([OH:7])=[O:5])[N:9]=[C:10]2[CH:15]=[CH:14][CH:13]=1 |f:0.1|. Procedure details: Potassium hydroxide (0.2 g, 0.003 mol) was added to a suspension of 5-Methyl-3-(3-trifluoromethyl-phenyl)-imidazo[1,2-a]pyridine-2-carboxylic acid ethyl ester (compound p, 0.35 g, 0.0010 mol) in methanol (0.4 mL) and water (4.7 mL). Stirred at 80° C. for 1 hour. The methanol was removed and 6N HCl added to the residue until pH approx. 5. The white solid that formed was filtered to give 290 mg of 5-methyl-3-(3-(trifluoromethyl)phenyl) imidazo[1,2-a]pyridine-2-carboxylic acid as a white solid. Rf ... Starting materials: solid, BrC1=CC(=CC=2C(=C3N(C12)CCNC3=O)C)F (6-bromo-8-fluoro-10-methyl-3,4-dihydro-2H-pyrazino[1,2-a]indol-1-one), BrC1=CC(=CC=2C(=C3N(C12)CCNC3=O)C)F (6-bromo-8-fluoro-10-methyl-3,4-dihydro-2H-pyrazino[1,2-a]indol-1-one), C(#N)C1=CC=C(C=C1)B(O)O (4-cyanophenylboronic acid). Product: FC1=CC=2C(=C3N(C2C(=C1)C1=CC=C(C#N)C=C1)CCNC3=O)C (4-(8-Fluoro-10-methyl-1-oxo-1,2,3,4-tetrahydro-pyrazino[1,2-a]indol-6-yl)-benzonitrile). As a reaction SMILES: Br[C:2]1[C:10]2[N:9]3[CH2:11][CH2:12][NH:13][C:14](=[O:15])[C:8]3=[C:7]([CH3:16])[C:6]=2[CH:5]=[C:4]([F:17])[CH:3]=1.[C:18]([C:20]1[CH:25]=[CH:24][C:23](B(O)O)=[CH:22][CH:21]=1)#[N:19]>>[F:17][C:4]1[CH:3]=[C:2]([C:23]2[CH:24]=[CH:25][C:20]([C:18]#[N:19])=[CH:21][CH:22]=2)[C:10]2[N:9]3[CH2:11][CH2:12][NH:13][C:14](=[O:15])[C:8]3=[C:7]([CH3:16])[C:6]=2[CH:5]=1. Reported procedure: The title compound, white solid (65 mg, 81%), MS (ISP) m/z=320.6 [(M+H)+], mp 295° C., was prepared in accordance with the general method of example 1 from 6-bromo-8-fluoro-10-methyl-3,4-dihydro-2H-pyrazino[1,2-a]indol-1-one (intermediate 14) (74.3 mg, 0.25 mmol) and commercially available 4-cyanophenylboronic acid (47.8 mg, 0.325 mmol). The reactants are OP(=O)(O)O (H3PO4), C(C)OC(\C(=C\C1=CC(=C(C=C1)OC)OC1CCCC1)\C)=O ((E)-ethyl-3-(3-cyclopentoxy-4-methoxyphenyl)-2-methyl-prop-2-en-oate), O[Li].O (LiOH·H2O). The solvent is CCOCC (ether), O1CCOCC1 (1,4-dioxane), O (H2O). Run at temperature 45 celsius. Yields the product C1(CCCC1)OC=1C=C(C=CC1OC)/C=C(/C(=O)O)\C ((E)-3-(3-cyclopentoxy-4-methoxyphenyl)-2-methyl-prop-2-enoic acid). Yield: 79.2%. As a reaction SMILES: C([O:3][C:4](=[O:22])/[C:5](/[CH3:21])=[CH:6]/[C:7]1[CH:12]=[CH:11][C:10]([O:13][CH3:14])=[C:9]([O:15][CH:16]2[CH2:20][CH2:19][CH2:18][CH2:17]2)[CH:8]=1)C.O[Li].O.OP(O)(O)=O>O1CCOCC1.O.CCOCC>[CH:16]1([O:15][C:9]2[CH:8]=[C:7](/[CH:6]=[C:5](\[CH3:21])/[C:4]([OH:22])=[O:3])[CH:12]=[CH:11][C:10]=2[O:13][CH3:14])[CH2:17][CH2:18][CH2:19][CH2:20]1 |f:1.2|. Reported procedure: To a solution of (E)-ethyl-3-(3-cyclopentoxy-4-methoxyphenyl)-2-methyl-prop-2-en-oate (970 mg, 3.2 mmol) in 3 mL of 1,4-dioxane was added a solution of LiOH·H2O (156 mg, 3.8 mmol) in 3 mL of H2O. The resulting mixture was heated at 80° C. for 2 hr and 45° C. for 16 hr. The resulting solution was diluted with ether and poured into 1M H3PO4. The aqueous layer was extracted with ethyl acetate (2×), washed with brine, dried (MgSO4), filtered, and concentrated under reduced pressure. Silica gel chrom... Reactants: BrC1=C(C=C(C=C1)O)C(C)(C)C (4-bromo-3-tert-butylphenol), BrC1=C(C=C(C=C1)O)C(C)(C)C (4-bromo-3-tert-butylphenol), N1C=NC=C1 (imidazole), Cl[Si](C(C)C)(C(C)C)C(C)C (chloro-triisopropylsilane). Solvent: CN(C)C=O (DMF), O (H2O). Reaction conditions: time 8 hour. The product is BrC1=C(C=C(O[Si](C(C)C)(C(C)C)C(C)C)C=C1)C(C)(C)C ((4-Bromo-3-tert-butyl-phenoxy)-triisopropyl-silane), EtOAc—hexanes. The yield is 0.0%. Reaction SMILES: [Br:1][C:2]1[CH:7]=[CH:6][C:5]([OH:8])=[CH:4][C:3]=1[C:9]([CH3:12])([CH3:11])[CH3:10].N1C=CN=C1.Cl[Si:19]([CH:26]([CH3:28])[CH3:27])([CH:23]([CH3:25])[CH3:24])[CH:20]([CH3:22])[CH3:21]>CN(C=O)C.O>[Br:1][C:2]1[CH:7]=[CH:6][C:5]([O:8][Si:19]([CH:26]([CH3:28])[CH3:27])([CH:23]([CH3:25])[CH3:24])[CH:20]([CH3:22])[CH3:21])=[CH:4][C:3]=1[C:9]([CH3:12])([CH3:11])[CH3:10]. Procedure: To a solution of 4-bromo-3-tert-butylphenol (Intermediate 104, 1.17 g, 5.10 mmols) and imidazole (520.0 mg, 7.65 mmols) in 10 mL DMF was added chloro-triisopropylsilane (1.18 g, 6.10 mmols). After stirring overnight at room temperature the solution was diluted with H2O and extracted with EtOAc. The combined organic layers were washed with H2O and saturated aqueous NaCl before being dried (MgSO4) and concentrated under reduced pressure. The title compound, 1.80 g (92%), was isolated by column chr... The reactants are COC1=CC=C(C=C1)C1=CC(=C(C=C1)C(C(=O)[O-])C(=O)[O-])[N+](=O)[O-] (4′-methoxy-3-nitro-biphenyl-4-malonate). Run in Cl (hydrochloric acid). Product: COC1=CC=C(C=C1)C1=CC(=C(C=C1)CC(=O)O)[N+](=O)[O-] (4′-methoxy-3-nitrobiphenyl-4-acetic acid). RXN SMILES: [CH3:1][O:2][C:3]1[CH:8]=[CH:7][C:6]([C:9]2[CH:14]=[CH:13][C:12]([CH:15](C([O-])=O)[C:16]([O-:18])=[O:17])=[C:11]([N+:22]([O-:24])=[O:23])[CH:10]=2)=[CH:5][CH:4]=1>Cl>[CH3:1][O:2][C:3]1[CH:4]=[CH:5][C:6]([C:9]2[CH:14]=[CH:13][C:12]([CH2:15][C:16]([OH:18])=[O:17])=[C:11]([N+:22]([O-:24])=[O:23])[CH:10]=2)=[CH:7][CH:8]=1. Procedure: Crude 4′-methoxy-3-nitro-biphenyl-4-malonate was heated at 100° C. in 60 mL of 6N hydrochloric acid for 15 hours and cooled. The precipitate was collected by filtration, washed with water and hexane, and dried to give 7.2 g of crude 4′-methoxy-3-nitrobiphenyl-4-acetic acid as a light tan solid. The reactants are CC(=O)O, NC1CCC(C(c2ccccc2)c2ccccc2)OC1, O=Cc1ccccc1, Fc1ccc(CNC2CCOC(C(c3ccccc3)c3ccccc3)C2)cc1, ClCCCl. Yields the product c1ccc(CNC2CCC(C(c3ccccc3)c3ccccc3)OC2)cc1. Reaction SMILES: [CH3:29][C:30](=[O:31])[OH:32].[CH:1]([c:2]1[cH:3][cH:4][cH:5][cH:6][cH:7]1)([c:8]1[cH:9][cH:10][cH:11][cH:12][cH:13]1)[CH:14]1[CH2:15][CH2:16][CH:17]([NH2:20])[CH2:18][O:19]1.[CH:21](=[O:22])[c:23]1[cH:24][cH:25][cH:26][cH:27][cH:28]1.[CH:37]([CH:38]1[CH2:39][CH:40]([NH:41][CH2:42][c:43]2[cH:44][cH:45][c:46]([F:47])[cH:48][cH:49]2)[CH2:50][CH2:51][O:52]1)([c:53]1[cH:54][cH:55][cH:56][cH:57][cH:58]1)[c:59]1[cH:60][cH:61][cH:62][cH:63][cH:64]1.[Cl:33][CH2:34][CH2:35][Cl:36]>>[CH:1]([c:2]1[cH:3][cH:4][cH:5][cH:6][cH:7]1)([c:8]1[cH:9][cH:10][cH:11][cH:12][cH:13]1)[CH:14]1[CH2:15][CH2:16][CH:17]([NH:20][CH2:21][c:23]2[cH:24][cH:25][cH:26][cH:27][cH:28]2)[CH2:18][O:19]1. Starting materials: BrC=1C=C(SC1NC(=O)OC(C)(C)C)C(=O)OCC (ethyl 4-bromo-5-[(tert-butoxycarbonyl)amino]thiophene-2-carboxylate), CCN(C(C)C)C(C)C (DIEA), P(C(C)(C)C)(C(C)(C)C)C(C)(C)C (P(t-Bu)3), C1(=CC=CC=C1)C#C (phenylacetylene). Reagents/catalysts: C1=CC=C(C=C1)C#N.C1=CC=C(C=C1)C#N.Cl[Pd]Cl (Pd(PhCN)2Cl2), [Cu]I (CuI). The solvent is CCOC(=O)C (AcOEt). Reaction conditions: time 8 hour. Product: C(C)(C)(C)OC(=O)NC1=C(C=C(S1)C(=O)OCC)C#CC1=CC=CC=C1 (ethyl 5-[(tert-butoxycarbonyl)amino]-4-(phenylethynyl)thiophene-2-carboxylate). Yield: 96.0%. RXN SMILES: Br[C:2]1[CH:3]=[C:4]([C:15]([O:17][CH2:18][CH3:19])=[O:16])[S:5][C:6]=1[NH:7][C:8]([O:10][C:11]([CH3:14])([CH3:13])[CH3:12])=[O:9].CCN(C(C)C)C(C)C.P(C(C)(C)C)(C(C)(C)C)C(C)(C)C.[C:42]1([C:48]#[CH:49])[CH:47]=[CH:46][CH:45]=[CH:44][CH:43]=1>CCOC(C)=O.C1C=CC(C#N)=CC=1.C1C=CC(C#N)=CC=1.Cl[Pd]Cl.[Cu]I>[C:11]([O:10][C:8]([NH:7][C:6]1[S:5][C:4]([C:15]([O:17][CH2:18][CH3:19])=[O:16])=[CH:3][C:2]=1[C:49]#[C:48][C:42]1[CH:47]=[CH:46][CH:45]=[CH:44][CH:43]=1)=[O:9])([CH3:14])([CH3:13])[CH3:12] |f:5.6.7|. Reported procedure: Pd(PhCN)2Cl2 (0.03 eq.) and CuI (0.02 eq.) were added to a dry septum-capped vial, which was then sparged with argon and charged with ethyl 4-bromo-5-[(tert-butoxycarbonyl)amino]thiophene-2-carboxylate (prepared as described in example 14, step 4) (1 M solution in dioxane), DIEA (1.2 eq.), P(t-Bu)3 (0.06 eq., 0.8 M solution in dioxane) and phenylacetylene (1.2 eq.). The reaction was stirred overnight at RT, then diluted with AcOEt and filtered trough a small pad of silica gel. The filtrate was c... The reactants are C(CCC)[SnH](CCCC)CCCC (tributyltin hydride), IC1=C(OCCC=2CCN(CC2)C)C=CC=C1 (4-(2-(2-iodophenoxy)ethyl)-1-methyl-1,2,3,6tetrahydropyridine), C(CCC)[SnH](CCCC)CCCC (tributyltin hydride). The reagents and catalysts are CC(C)(C#N)N=NC(C)(C)C#N (AIBN), CC(C)(C#N)N=NC(C)(C)C#N (AIBN). The solvent is C1=CC=CC=C1 (benzene), C1=CC=CC=C1 (benzene). Run at time 4 hour. Yields the product CN1CCC2(CC1)CCOC1=C2C=CC=C1 (2,3-Dihydro-1'-methylspiro[4H-benzopyran-4,4'-piperidine]). Yield: 58.8%. Reaction SMILES: I[C:2]1[CH:17]=[CH:16][CH:15]=[CH:14][C:3]=1[O:4][CH2:5][CH2:6][C:7]1[CH2:8][CH2:9][N:10]([CH3:13])[CH2:11][CH:12]=1.C([SnH](CCCC)CCCC)CCC>C1C=CC=CC=1.CC(N=NC(C#N)(C)C)(C#N)C>[CH3:13][N:10]1[CH2:9][CH2:8][C:7]2([C:2]3[CH:17]=[CH:16][CH:15]=[CH:14][C:3]=3[O:4][CH2:5][CH2:6]2)[CH2:12][CH2:11]1. Procedure details: A stirred solution of 4-(2-(2-iodophenoxy)ethyl)-1-methyl-1,2,3,6tetrahydropyridine (D2, 6.3 g, 0.018 mole) and AIBN (50 mg) in benzene (700 ml) was heated to-reflux under argon, then treated dropwise over 1 h with a solution of tributyltin hydride (9.7 ml, 0.036 mole) in benzene (100 ml). The reaction mixture was heated under reflux for a further 3 h after completing the addition, then more tributyltin hydride (3.8 ml, 0.014 mole) and AIBN (30 mg) were added and heating under reflux was continu...